Dataset: the Open Reaction Database (ORD), a public repository of structured organic reaction records. Task: describe an organic reaction: reactants, conditions, products, and yield Starting materials: CCOC(=O)C(C)(C)Oc1ccc(OCCc2nc(-c3cccc(-c4ccccc4)c3)sc2C)cc1, CO, [Na+], C1CCOC1, [OH-]. Yields the product Cc1sc(-c2cccc(-c3ccccc3)c2)nc1CCOc1ccc(OC(C)(C)C(=O)O)cc1. Reaction SMILES: [CH2:1]([CH3:2])[O:3][C:4]([C:5]([CH3:6])([CH3:7])[O:8][c:9]1[cH:10][cH:11][c:12]([O:15][CH2:16][CH2:17][c:18]2[n:19][c:20](-[c:24]3[cH:25][c:26](-[c:30]4[cH:31][cH:32][cH:33][cH:34][cH:35]4)[cH:27][cH:28][cH:29]3)[s:21][c:22]2[CH3:23])[cH:13][cH:14]1)=[O:36].[CH3:44][OH:45].[Na+:38].[O:39]1[CH2:40][CH2:41][CH2:42][CH2:43]1.[OH-:37]>>[O:3]=[C:4]([C:5]([CH3:6])([CH3:7])[O:8][c:9]1[cH:10][cH:11][c:12]([O:15][CH2:16][CH2:17][c:18]2[n:19][c:20](-[c:24]3[cH:25][c:26](-[c:30]4[cH:31][cH:32][cH:33][cH:34][cH:35]4)[cH:27][cH:28][cH:29]3)[s:21][c:22]2[CH3:23])[cH:13][cH:14]1)[OH:36]. Reactants: CCOC(=O)CC(C)=O, OCCN1Cc2ccccc2C1. As a reaction SMILES: [C:13]([CH2:14][C:15](=[O:16])[CH3:17])(=[O:18])[O:19][CH2:20][CH3:21].[OH:1][CH2:2][CH2:3][N:4]1[CH2:5][c:6]2[cH:7][cH:8][cH:9][cH:10][c:11]2[CH2:12]1>>[O:1]([CH2:2][CH2:3][N:4]1[CH2:5][c:6]2[cH:7][cH:8][cH:9][cH:10][c:11]2[CH2:12]1)[C:13]([CH2:14][C:15](=[O:16])[CH3:17])=[O:18]. The product is CC(=O)CC(=O)OCCN1Cc2ccccc2C1. The reactants are CCOC(=O)CCCc1oc(=O)[nH]c1-c1ccc(Cl)s1, O=P(Cl)(Cl)Cl, c1ccncc1. Product: CCOC(=O)CCCc1oc(Cl)nc1-c1ccc(Cl)s1. As a reaction SMILES: [Cl:1][c:2]1[cH:3][cH:4][c:5](-[c:7]2[nH:8][c:9](=[O:20])[o:10][c:11]2[CH2:12][CH2:13][CH2:14][C:15](=[O:16])[O:17][CH2:18][CH3:19])[s:6]1.[P:21]([Cl:22])([Cl:23])([Cl:24])=[O:25].[cH:26]1[cH:27][cH:28][n:29][cH:30][cH:31]1>>[Cl:1][c:2]1[cH:3][cH:4][c:5](-[c:7]2[n:8][c:9]([Cl:23])[o:10][c:11]2[CH2:12][CH2:13][CH2:14][C:15](=[O:16])[O:17][CH2:18][CH3:19])[s:6]1. Starting materials: [BH4-], CO, CSc1ccsc1C=O, [Na+]. The product is CSc1ccsc1CO. RXN SMILES: [BH4-:10].[CH3:12][OH:13].[CH3:1][S:2][c:3]1[c:4]([CH:8]=[O:9])[s:5][cH:6][cH:7]1.[Na+:11]>>[CH3:1][S:2][c:3]1[c:4]([CH2:8][OH:9])[s:5][cH:6][cH:7]1. The reactants are CC1CNCC(C)C1, CCO, [Ca+2], O=C(c1ccc(Cl)cc1)c1cc([N+](=O)[O-])ccc1Cl, O=C([O-])[O-]. The product is CC1CC(C)CN(c2ccc([N+](=O)[O-])cc2C(=O)c2ccc(Cl)cc2)C1. RXN SMILES: [CH3:20][CH:21]1[CH2:22][NH:23][CH2:24][CH:25]([CH3:27])[CH2:26]1.[CH3:33][CH2:34][OH:35].[Ca+2:28].[Cl:1][c:2]1[c:3]([C:4](=[O:5])[c:6]2[cH:7][cH:8][c:9]([Cl:12])[cH:10][cH:11]2)[cH:13][c:14]([N+:17](=[O:18])[O-:19])[cH:15][cH:16]1.[O-:29][C:30](=[O:31])[O-:32]>>[c:2]1([N:23]2[CH2:22][CH:21]([CH3:20])[CH2:26][CH:25]([CH3:27])[CH2:24]2)[c:3]([C:4](=[O:5])[c:6]2[cH:7][cH:8][c:9]([Cl:12])[cH:10][cH:11]2)[cH:13][c:14]([N+:17](=[O:18])[O-:19])[cH:15][cH:16]1.